The task is: describe an organic reaction: reactants, conditions, products, and yield. This data is from the Open Reaction Database (ORD), a public repository of structured organic reaction records. As a reaction SMILES: [CH3:10][O:11][c:12]1[cH:13][c:14]([N+:22](=[O:23])[O-:24])[c:15]([CH2:16][Br:17])[cH:18][c:19]1[O:20][CH3:21].[CH3:30][CH2:31][O:32][C:33](=[O:34])[CH3:35].[CH:25]([N:26]([CH3:27])[CH3:28])=[O:29].[H-:1].[Na+:2].[nH:3]1[c:4]([CH:8]=[O:9])[cH:5][cH:6][cH:7]1>>[n:3]1([CH2:16][c:15]2[c:14]([N+:22](=[O:23])[O-:24])[cH:13][c:12]([O:11][CH3:10])[c:19]([O:20][CH3:21])[cH:18]2)[c:4]([CH:8]=[O:9])[cH:5][cH:6][cH:7]1. Reactants: COc1cc(CBr)c([N+](=O)[O-])cc1OC, CCOC(C)=O, CN(C)C=O, [H-], [Na+], O=Cc1ccc[nH]1. Yields the product COc1cc(Cn2cccc2C=O)c([N+](=O)[O-])cc1OC. Procedure details: 16 μl (23 mg, 0.2 mmol) of trifluoroacetic acid are added to a mixture of 211 mg (1.0 mmol) of the compound from Example 5A and 250 mg (1.0 mmol) of the compound from Example 9A in 4 ml of ethyl acetate, and the mixture is stirred at 100° C. for 20 h. The reaction mixture is concentrated under reduced pressure, more ethyl acetate and trifluoroacetic acid (the same amounts as above) are added and the mixture is stirred at 100° C. for 20 h. The reaction mixture is cooled to RT, and the precipitate... Starting materials: FC(C(=O)O)(F)F (trifluoroacetic acid), CN(C)C=C(C(=O)OCC)N1C=NC=C1 (Ethyl 3-(N,N-dimethylamino)-2-(1H-imidazol-1-yl)acrylate), C1(CCC1)N1CCN(CC1)C1=NC=NC(=C1)NN (4-(4-Cyclobutylpiperazin-1-yl)-6-hydrazinopyrimidine). Reaction SMILES: FC(F)(F)C(O)=O.C[N:9]([CH:11]=[C:12]([N:18]1[CH:22]=[CH:21][N:20]=[CH:19]1)[C:13]([O:15]CC)=O)C.[CH:23]1([N:27]2[CH2:32][CH2:31][N:30]([C:33]3[CH:38]=[C:37]([NH:39]N)[N:36]=[CH:35][N:34]=3)[CH2:29][CH2:28]2)[CH2:26][CH2:25][CH2:24]1>C(OCC)(=O)C>[CH:23]1([N:27]2[CH2:32][CH2:31][N:30]([C:33]3[N:34]=[CH:35][N:36]=[C:37]([N:39]4[C:13](=[O:15])[C:12]([N:18]5[CH:22]=[CH:21][N:20]=[CH:19]5)=[CH:11][NH:9]4)[CH:38]=3)[CH2:29][CH2:28]2)[CH2:24][CH2:25][CH2:26]1. Yields the product C1(CCC1)N1CCN(CC1)C1=CC(=NC=N1)N1NC=C(C1=O)N1C=NC=C1 (2-[6-(4-Cyclobutylpiperazin-1-yl)pyrimidin-4-yl]-4-(1H-imidazol-1-yl)-1,2-dihydro-3H-pyrazol-3-one). The solvent is C(C)(=O)OCC (ethyl acetate). Reaction conditions: temperature 100 celsius, time 20 hour.